From a dataset of the Open Reaction Database (ORD), a public repository of structured organic reaction records. describe an organic reaction: reactants, conditions, products, and yield As a reaction SMILES: [CH2:47]1[O:48][CH2:49][CH2:50][CH2:51]1.[CH3:1][CH2:2][CH2:3][CH2:4][Li:5].[CH3:41][CH2:42][CH2:43][CH2:44][CH2:45][CH3:46].[CH3:6][n:7]1[cH:8][cH:9][n:10][cH:11]1.[Cl:12][c:13]1[cH:14][cH:15][c:16]([C:17](=[O:18])[c:19]2[cH:20][cH:21][c:22]3[c:23]([cH:38]2)[CH:24]([c:31]2[cH:32][c:33]([Cl:37])[cH:34][cH:35][cH:36]2)[NH:25][CH2:26][C:27](=[O:30])[N:28]3[CH3:29])[cH:39][cH:40]1>>[CH3:6][n:7]1[c:8]([C:17]([c:16]2[cH:15][cH:14][c:13]([Cl:12])[cH:40][cH:39]2)([OH:18])[c:19]2[cH:20][cH:21][c:22]3[c:23]([cH:38]2)[CH:24]([c:31]2[cH:32][c:33]([Cl:37])[cH:34][cH:35][cH:36]2)[NH:25][CH2:26][C:27](=[O:30])[N:28]3[CH3:29])[cH:9][n:10][cH:11]1. Yields the product CN1C(=O)CNC(c2cccc(Cl)c2)c2cc(C(O)(c3ccc(Cl)cc3)c3cncn3C)ccc21. Starting materials: C1CCOC1, [Li]CCCC, CCCCCC, Cn1ccnc1, CN1C(=O)CNC(c2cccc(Cl)c2)c2cc(C(=O)c3ccc(Cl)cc3)ccc21. Starting materials: C1(=CC=CC=C1)C(CO)(CC(C)(C)C1=CC=CC=C1)O (2,4-diphenyl-4-methyl-1,2-pentanediol), CS(=O)C (DMSO), aldehyde. Run in C(C)N(CC)CC (triethylamine). Yields the product C1(=CC=CC=C1)C(C=O)(CC(C)(C)C1=CC=CC=C1)O (2,4-Diphenyl-2-hydroxy-4-methylpentanal). Reaction SMILES: [C:1]1([C:7]([OH:20])([CH2:10][C:11]([C:14]2[CH:19]=[CH:18][CH:17]=[CH:16][CH:15]=2)([CH3:13])[CH3:12])[CH2:8][OH:9])[CH:6]=[CH:5][CH:4]=[CH:3][CH:2]=1.CS(C)=O>C(N(CC)CC)C>[C:1]1([C:7]([OH:20])([CH2:10][C:11]([C:14]2[CH:19]=[CH:18][CH:17]=[CH:16][CH:15]=2)([CH3:13])[CH3:12])[CH:8]=[O:9])[CH:2]=[CH:3][CH:4]=[CH:5][CH:6]=1. Reported procedure: Analogously to Example 1, 445 mg of 2,4-diphenyl-4-methyl-1,2-pentanediol is converted with 1.02 g of pyridine-sulfur trioxide complex, 5.85 ml of DMSO and 1.16 ml of triethylamine into 390 mg of aldehyde. Reactants: C1(CCCCCCC1)N1CCCC1 (N-cyclooctyl pyrrolidine), quaternary ammonium iodide, C(CCC)I (butyl iodide), C(CCC)I (butyl iodide), C([O-])(O)=O.[K+] (potassium bicarbonate). Run in CO (methanol). Run at time 4 day. The product is [I-].C(CCC)[N+]1(CCCC1)C1CCCCCCC1 (N-butyl-N-cyclooctylpyrrolidinium iodide). Isolated yield 90.0%. RXN SMILES: [CH:1]1([N:9]2[CH2:13][CH2:12][CH2:11][CH2:10]2)[CH2:8][CH2:7][CH2:6][CH2:5][CH2:4][CH2:3][CH2:2]1.[CH2:14]([I:18])[CH2:15][CH2:16][CH3:17].C(=O)(O)[O-].[K+]>CO>[I-:18].[CH2:14]([N+:9]1([CH:1]2[CH2:8][CH2:7][CH2:6][CH2:5][CH2:4][CH2:3][CH2:2]2)[CH2:13][CH2:12][CH2:11][CH2:10]1)[CH2:15][CH2:16][CH3:17] |f:2.3,5.6|. Procedure: To a solution of 60 gms. (0.33 mole) of N-cyclooctyl pyrrolidine in 600 ml. anhydrous methanol, 150 gm. (0.825 mole) of butyl iodide was added. The reaction mixture was refluxed while stirring for four days. Then an additional equivalent of butyl iodide and one equivalent (33 gm., 0.33 mole) of potassium bicarbonate were added and the mixture was stirred at refluxing temperature for an additional 36 hours. The reaction mixture was concentrated at reduced pressure on a rotary evaporator to give a... The reactants are C(C)(C)(C)OC(NC1=C(C=C(C(=C1)OCC(F)(F)F)C(F)(F)F)NC(CC(=O)C1=CC(=CC=C1)C1=CC(=NC=C1CC)C)=O)=O ([2-{3-[3-(5-ethyl-2-methyl-pyridin-4-yl)-phenyl]-3-oxo-propionylamino}-5-(2,2,2-trifluoro-ethoxy)-4-trifluoromethyl-phenyl]-carbamic acid tert-butyl ester), C(=O)(C(F)(F)F)O (TFA). The solvent is C(Cl)Cl (CH2Cl2). Product: C(C)C=1C(=CC(=NC1)C)C=1C=C(C=CC1)C1=NC2=C(NC(C1)=O)C=C(C(=C2)OCC(F)(F)F)C(F)(F)F (4-[3-(5-ethyl-2-methyl-pyridin-4-yl)-phenyl]-7-(2,2,2-trifluoro-ethoxy)-8-trifluoromethyl-1,3-dihydro-benzo[b][1,4]diazepin-2-one), solid. The yield is 93.0%. Reaction SMILES: C(OC(=O)[NH:7][C:8]1[CH:13]=[C:12](OCC(F)(F)F)[C:11]([C:20]([F:23])([F:22])[F:21])=[CH:10][C:9]=1[NH:24][C:25](=[O:44])[CH2:26][C:27]([C:29]1[CH:34]=[CH:33][CH:32]=[C:31]([C:35]2[C:40]([CH2:41][CH3:42])=[CH:39][N:38]=[C:37]([CH3:43])[CH:36]=2)[CH:30]=1)=O)(C)(C)C.[C:46](O)([C:48]([F:51])([F:50])[F:49])=[O:47]>C(Cl)Cl>[CH2:41]([C:40]1[C:35]([C:31]2[CH:30]=[C:29]([C:27]3[CH2:26][C:25](=[O:44])[NH:24][C:9]4[CH:10]=[C:11]([C:20]([F:23])([F:22])[F:21])[C:12]([O:47][CH2:46][C:48]([F:51])([F:50])[F:49])=[CH:13][C:8]=4[N:7]=3)[CH:34]=[CH:33][CH:32]=2)=[CH:36][C:37]([CH3:43])=[N:38][CH:39]=1)[CH3:42]. Reported procedure: The title compound was prepared from [2-{3-[3-(5-ethyl-2-methyl-pyridin-4-yl)-phenyl]-3-oxo-propionylamino}-5-(2,2,2-trifluoro-ethoxy)-4-trifluoromethyl-phenyl]-carbamic acid tert-butyl ester (Example M134) (0.29 g, 0.45 mmol) by treatment with TFA in CH2Cl2 according to the general procedure N. Obtained as an off-white solid (220 mg, 93%). Starting materials: C(C(=O)Cl)(=O)Cl (oxalyl chloride), FC(C1=CC=C(C(=O)O)C=C1)(F)F (4-(Trifluoromethyl)benzoic acid), CN(C)C=O (DMF). Solvent: C(Cl)Cl (DCM). Reaction conditions: temperature 0 celsius, time 30 minute. The product is FC(C1=CC=C(C(=O)Cl)C=C1)(F)F (4-(trifluoromethyl)benzoyl chloride). RXN SMILES: [F:1][C:2]([F:13])([F:12])[C:3]1[CH:11]=[CH:10][C:6]([C:7](O)=[O:8])=[CH:5][CH:4]=1.C(Cl)(=O)C([Cl:17])=O.CN(C=O)C>C(Cl)Cl>[F:1][C:2]([F:13])([F:12])[C:3]1[CH:11]=[CH:10][C:6]([C:7]([Cl:17])=[O:8])=[CH:5][CH:4]=1. Reported procedure: 4-(Trifluoromethyl)benzoic acid (1 g, 5.3 mmol) dissolved in DCM (10 ml), cooled to 0° C. and added oxalyl chloride (0.7 ml, 7.9 mmol). Catalytic amount of DMF was added to this mixture and stirred at rt for 30 mins. After 30 mins, DCM removed on rotavapour and co-distilled the residue two times with DCM to obtain 4-(trifluoromethyl)benzoyl chloride quantitatively. 2-Amino-4-bromophenol (0.8 g, 4.25 mmol) dissolved in DCM (20 ml) and added Pyridine (0.4 ml, 5.1 mmol) under nitrogen atmosphere. T... Starting materials: C(C)(=O)O[BH-](OC(C)=O)OC(C)=O.[Na+] (sodium triacetoxyborohydride), N1CC(CC1)NC(OC(C)(C)C)=O (tert-butyl pyrrolidin-3-ylcarbamate), C(C)(=O)O (acetic acid), NC1=NC2=CC=C(C=C2C(=N1)C(=O)N1CC2=CC=CC=C2C1)C1=C(C=O)C=CC=C1 (2-[2-amino-4-(1,3-dihydroisoindole-2-carbonyl)quinazolin-6-yl]benzaldehyde). The solvent is ClCCCl (1,2-dichloroethane), O (water), O1CCCC1 (tetrahydrofuran). Conditions: temperature 60 celsius, time 6 hour. Yields the product NC1=NC2=CC=C(C=C2C(=N1)C(=O)N1CC2=CC=CC=C2C1)C1=C(C=CC=C1)CN1CC(CC1)N ({2-Amino-6-[2-(3-aminopyrrolidin-1-ylmethyl)phenyl]quinazolin-4-yl}-(1,3-dihydroisoindol-2-yl)methanone). As a reaction SMILES: [NH2:1][C:2]1[N:11]=[C:10]([C:12]([N:14]2[CH2:22][C:21]3[C:16](=[CH:17][CH:18]=[CH:19][CH:20]=3)[CH2:15]2)=[O:13])[C:9]2[C:4](=[CH:5][CH:6]=[C:7]([C:23]3[CH:30]=[CH:29][CH:28]=[CH:27][C:24]=3[CH:25]=O)[CH:8]=2)[N:3]=1.[NH:31]1[CH2:35][CH2:34][CH:33]([NH:36]C(=O)OC(C)(C)C)[CH2:32]1.C(O)(=O)C.C(O[BH-](OC(=O)C)OC(=O)C)(=O)C.[Na+]>ClCCCl.O1CCCC1.O>[NH2:1][C:2]1[N:11]=[C:10]([C:12]([N:14]2[CH2:15][C:16]3[C:21](=[CH:20][CH:19]=[CH:18][CH:17]=3)[CH2:22]2)=[O:13])[C:9]2[C:4](=[CH:5][CH:6]=[C:7]([C:23]3[CH:30]=[CH:29][CH:28]=[CH:27][C:24]=3[CH2:25][N:31]3[CH2:35][CH2:34][CH:33]([NH2:36])[CH2:32]3)[CH:8]=2)[N:3]=1 |f:3.4|. Procedure details: 100 mg of 2-[2-amino-4-(1,3-dihydroisoindole-2-carbonyl)quinazolin-6-yl]benzaldehyde are dissolved in 2 ml of 1,2-dichloroethane and 2 ml of tetrahydrofuran. 94 mg of tert-butyl pyrrolidin-3-ylcarbamate and 15 μl of glacial acetic acid are added, and the mixture is stirred at 60° C. for 6 h. After cooling to 25° C., 170 mg of sodium triacetoxyborohydride are added and stirred at 25° C. for a further 12 h. The mixture is poured into water, extracted three times with dichloromethane, and the combi...